Dataset: the Open Reaction Database (ORD), a public repository of structured organic reaction records. Task: describe an organic reaction: reactants, conditions, products, and yield The reactants are BrC1=CC(=C(C=C1)N)F (4-bromo-2-fluoro-phenylamine), O1CCC(CC1)=O (tetrahydro-4H-pyran-4-one), C(C)(=O)O[BH-](OC(C)=O)OC(C)=O.[Na+] (sodium triacetoxyborohydride). Solvent: ClCCCl (1,2-dichloroethane). Reaction conditions: time 72 hour. Product: BrC1=CC(=C(C=C1)NC1CCOCC1)F ((4-Bromo-2-fluoro-phenyl)-(tetrahydro-pyran-4-yl)-amine). Yield: 99.9%. Reaction SMILES: [Br:1][C:2]1[CH:7]=[CH:6][C:5]([NH2:8])=[C:4]([F:9])[CH:3]=1.[O:10]1[CH2:15][CH2:14][C:13](=O)[CH2:12][CH2:11]1.C(O[BH-](OC(=O)C)OC(=O)C)(=O)C.[Na+]>ClCCCl>[Br:1][C:2]1[CH:7]=[CH:6][C:5]([NH:8][CH:13]2[CH2:14][CH2:15][O:10][CH2:11][CH2:12]2)=[C:4]([F:9])[CH:3]=1 |f:2.3|. Reported procedure: A mixture of 4-bromo-2-fluoro-phenylamine (1 g, 5.26 mmol), tetrahydro-4H-pyran-4-one (0.73 ml, 7.89 mmol), and sodium triacetoxyborohydride (1.66 g, 7.89 mmol) in 1,2-dichloroethane (50 ml) was stirred at room temperature for 72 hours. The mixture was filtered through a diatomaceous earth pad. The diatomaceous earth pad was washed with dichloromethane. The combined filtrates were washed with NaHCO3 (aqueous saturated solution), dried over Na2SO4 and evaporated till dryness. The crude product th... Run in O (H2O), ClCCCl (1,2-dichloroethane), ClCCCl (1,2-dichloroethane). Yields the product C(CC)OC=1C=C(C=CC1)C1=CC(OC2=CC(=CC=C12)OC)=O (4-[3-(prop-1-yloxy)phenyl]-7-methoxycoumarin). Yield: 85.9%. RXN SMILES: [CH2:1]([O:4][C:5]1[CH:6]=[C:7]([CH:15]=[CH:16][CH:17]=1)[C:8]([CH2:10][C:11]([O:13][CH3:14])=[O:12])=O)[CH2:2][CH3:3].[CH3:18][O:19][C:20]1[CH:21]=C(O)[CH:23]=[CH:24][CH:25]=1.OS(O)(=O)=O.C(OCC)(=O)C>ClCCCl.O>[CH2:1]([O:4][C:5]1[CH:6]=[C:7]([C:8]2[C:23]3[C:14](=[CH:21][C:20]([O:19][CH3:18])=[CH:25][CH:24]=3)[O:13][C:11](=[O:12])[CH:10]=2)[CH:15]=[CH:16][CH:17]=1)[CH2:2][CH3:3]. Procedure: A solution of methyl 3-(prop-1-yloxy)benzoylacetate (745 g) (a compound of Formula (a)) in 1,2-dichloroethane was combined under nitrogen with a solution of 3-methoxyphenol (488 g) in 1,2-dichloroethane (2.5 L) and cooled to 0° C. Concentrated H2SO4 (626 mL) was added dropwise and the mixture was stirred vigorously at RT for 90 minutes. Ethyl acetate (3 L) and H2O (3 L) were added and the layers were equilibrated and separated. The aqueous layer was extracted again with ethyl acetate and the com... Starting materials: C(C)(=O)OCC (Ethyl acetate), C(CC)OC=1C=C(C(=O)CC(=O)OC)C=CC1 (methyl 3-(prop-1-yloxy)benzoylacetate), OS(=O)(=O)O (H2SO4), ( a ), COC=1C=C(C=CC1)O (3-methoxyphenol). Conditions: temperature 0 celsius, time 90 minute. The reactants are ClCCl, CCOC(=O)N=NC(=O)OCC, CSc1ncnc2cc(O)ccc12, OCCCN1CCOCC1, c1ccc(P(c2ccccc2)c2ccccc2)cc1. As a reaction SMILES: [CH2:55]([Cl:56])[Cl:57].[O:43]=[C:44]([O:45][CH2:46][CH3:47])[N:48]=[N:49][C:50]([O:51][CH2:52][CH3:53])=[O:54].[OH:1][c:2]1[cH:3][cH:4][c:5]2[c:6]([S:12][CH3:13])[n:7][cH:8][n:9][c:10]2[cH:11]1.[OH:33][CH2:34][CH2:35][CH2:36][N:37]1[CH2:38][CH2:39][O:40][CH2:41][CH2:42]1.[c:14]1([P:15]([c:16]2[cH:17][cH:18][cH:19][cH:20][cH:21]2)[c:22]2[cH:23][cH:24][cH:25][cH:26][cH:27]2)[cH:28][cH:29][cH:30][cH:31][cH:32]1>>[O:1]([c:2]1[cH:3][cH:4][c:5]2[c:6]([S:12][CH3:13])[n:7][cH:8][n:9][c:10]2[cH:11]1)[CH2:34][CH2:35][CH2:36][N:37]1[CH2:38][CH2:39][O:40][CH2:41][CH2:42]1. The product is CSc1ncnc2cc(OCCCN3CCOCC3)ccc12. Reactants: BrC=1C(=NN(C1CCNC(OC(C)(C)C)=O)CCC)C#N (tert-butyl 2-(4-bromo-3-cyano-1-propyl-1H-pyrazol-5-yl)ethylcarbamate), Cl.NC1=C(C=CC=C1)B(O)O (2-aminophenylboronic acid hydrochloride), C1(=CC=CC=C1)P(C1=CC=CC=C1)C1=CC=CC=C1 (triphenylphosphine), C([O-])([O-])=O.[Na+].[Na+] (sodium carbonate). The reagents and catalysts are C(C)(=O)[O-].[Pd+2].C(C)(=O)[O-] (palladium (II) acetate). Solvent: O (water), C(CC)O (1-propanol), O (water). Reaction conditions: temperature 100 celsius. The product is NC1=NC=2C=CC=CC2C=2C1=NN(C2CCNC(OC(C)(C)C)=O)CCC (tert-butyl 2-(4-amino-2-propyl-2H-pyrazolo[3,4-c]quinolin-1-yl)ethylcarbamate). The yield is 44.7%. RXN SMILES: Br[C:2]1[C:3]([C:20]#[N:21])=[N:4][N:5]([CH2:17][CH2:18][CH3:19])[C:6]=1[CH2:7][CH2:8][NH:9][C:10](=[O:16])[O:11][C:12]([CH3:15])([CH3:14])[CH3:13].Cl.[NH2:23][C:24]1[CH:29]=[CH:28][CH:27]=[CH:26][C:25]=1B(O)O.C1(P(C2C=CC=CC=2)C2C=CC=CC=2)C=CC=CC=1.C(=O)([O-])[O-].[Na+].[Na+]>C([O-])(=O)C.[Pd+2].C([O-])(=O)C.O.C(O)CC>[NH2:21][C:20]1[C:3]2=[N:4][N:5]([CH2:17][CH2:18][CH3:19])[C:6]([CH2:7][CH2:8][NH:9][C:10](=[O:16])[O:11][C:12]([CH3:13])([CH3:15])[CH3:14])=[C:2]2[C:25]2[CH:26]=[CH:27][CH:28]=[CH:29][C:24]=2[N:23]=1 |f:1.2,4.5.6,7.8.9|. Reported procedure: A flask containing a mixture of tert-butyl 2-(4-bromo-3-cyano-1-propyl-1H-pyrazol-5-yl)ethylcarbamate (15.8 g, 44.2 mmol), 2-aminophenylboronic acid hydrochloride (11.5 g, 66.3 mmol), triphenylphosphine (1.04 g, 3.98 mmol), palladium (II) acetate (299 mg, 1.33 mmol), 2 M aqueous sodium carbonate (67 mL, 133 mmol), 1-propanol (77.4 mL), and water (15.5 mL) was heated overnight under a nitrogen atmosphere in a 100° C. oil bath. The reaction was allowed to cool to ambient temperature and water (300... The reactants are C(C1=CC=CC=C1)N1C(C(C2=CC=CC=C12)(O)CC(=O)OCC)=O (1-benzyl-3-(ethoxycarbonylmethyl)-3-hydroxyindolin-2-one), NC1=CC=C(C=C1)C (p-toluidine), CCCCCC (hexane), C(CCC)[Li] (n-butyl lithium). The solvent is O1CCCC1 (tetrahydrofuran), O1CCCC1 (tetrahydrofuran), O (Water). Conditions: time 10 minute. The product is C(C1=CC=CC=C1)N1C(C(C2=CC=CC=C12)(CC(=O)NC1=CC=C(C=C1)C)O)=O ((RS)-1-Benzyl-3-hydroxy-3-((4-methylphenyl)aminocarbonylmethyl)indolin-2-one). Yield: 45.3%. Reaction SMILES: [NH2:1][C:2]1[CH:7]=[CH:6][C:5]([CH3:8])=[CH:4][CH:3]=1.CCCCCC.C([Li])CCC.[CH2:20]([N:27]1[C:35]2[C:30](=[CH:31][CH:32]=[CH:33][CH:34]=2)[C:29]([CH2:37][C:38](OCC)=[O:39])([OH:36])[C:28]1=[O:43])[C:21]1[CH:26]=[CH:25][CH:24]=[CH:23][CH:22]=1>O1CCCC1.O>[CH2:20]([N:27]1[C:35]2[C:30](=[CH:31][CH:32]=[CH:33][CH:34]=2)[C:29]([OH:36])([CH2:37][C:38]([NH:1][C:2]2[CH:7]=[CH:6][C:5]([CH3:8])=[CH:4][CH:3]=2)=[O:39])[C:28]1=[O:43])[C:21]1[CH:22]=[CH:23][CH:24]=[CH:25][CH:26]=1. Reported procedure: To a solution of 0.254 g of p-toluidine in 10 ml of dry tetrahydrofuran was added dropwise 1.3 ml of a 1.59M hexane solution of n-butyl lithium at -78° C. under a nitrogen atmosphere, followed by stirring at that temperature for 10 minutes. To the mixture was added a solution of 0.299 g of 1-benzyl-3-(ethoxycarbonylmethyl)-3-hydroxyindolin-2-one in 5 ml of dry tetrahydrofuran at -78° C., followed by stirring at that temperature for 30 minutes. Water was added to the reaction mixture, and the pro... The reactants are ClCCCOC1=CC=C(C=C1)[N+](=O)[O-] (1-(3-chloropropoxy)-4-nitrobenzene), COC=1C=C(C=C(C1OC)OC)CNC (3,4,5-trimethoxy-N-methylbenzenemethanamine), C([O-])([O-])=O.[K+].[K+] (potassium carbonate). Run in CN(C)C=O (DMF). Product: COC=1C=C(C=C(C1OC)OC)CN(CCCOC1=CC=C(C=C1)[N+](=O)[O-])C (3,4,5-Trimethoxy-N-methyl-N-[3-(4-nitrophenoxy)propyl]benzene methanamine). The yield is 76.5%. RXN SMILES: Cl[CH2:2][CH2:3][CH2:4][O:5][C:6]1[CH:11]=[CH:10][C:9]([N+:12]([O-:14])=[O:13])=[CH:8][CH:7]=1.[CH3:15][O:16][C:17]1[CH:18]=[C:19]([CH2:27][NH:28][CH3:29])[CH:20]=[C:21]([O:25][CH3:26])[C:22]=1[O:23][CH3:24].C(=O)([O-])[O-].[K+].[K+]>CN(C=O)C>[CH3:26][O:25][C:21]1[CH:20]=[C:19]([CH2:27][N:28]([CH3:29])[CH2:2][CH2:3][CH2:4][O:5][C:6]2[CH:11]=[CH:10][C:9]([N+:12]([O-:14])=[O:13])=[CH:8][CH:7]=2)[CH:18]=[C:17]([O:16][CH3:15])[C:22]=1[O:23][CH3:24] |f:2.3.4|. Procedure details: A mixture of 1-(3-chloropropoxy)-4-nitrobenzene (4.6 g), 3,4,5-trimethoxy-N-methylbenzenemethanamine (4.1 g; Sigma) and potassium carbonate (2.9 g) in DMF (60 ml) was heated at 70° for 24 h. The mixture was then filtered and the filtrate evaporated. The residue was taken up in water and extracted with dichloromethane. The organic layer was washed with water, dried, evaporated and purified by column chromatography eluting with dichloromethane/methanol (99:1) to give the title compound (5.8 g) as ... The reactants are Grignard reagent, CN(C)C=O (DMF), Mg, CN(C)C=O (DMF), C(C)Br (ethyl bromide), Mg, CN(C)C=O (DMF), ClC1=CC=C(C=C)C=C1 (4-chlorostyrene), Mg. Solvent: C1CCOC1 (THF), C1CCOC1 (THF), C1CCOC1 (THF). Run at time 2 hour. The product is C(=C)C1=CC=C(C=O)C=C1 (4-vinyl benzaldehyde). The yield is 95.0%. Reaction SMILES: C(Br)C.Cl[C:5]1[CH:12]=[CH:11][C:8]([CH:9]=[CH2:10])=[CH:7][CH:6]=1.CN([CH:16]=[O:17])C>C1COCC1>[CH:9]([C:8]1[CH:11]=[CH:12][C:5]([CH:16]=[O:17])=[CH:6][CH:7]=1)=[CH2:10]. Procedure details: 7.6 gms (0.312 moles) of Mg tunings were transferred to an RB flask containing 50 ml of dry THF under nitrogen atmosphere. 2 ml of ethyl bromide was then added to the Mg metal and the reaction mixture was warmed to 50°-55° C. The mixture reacted vigorously and activated Mg metal was formed. A solution of 20 ml (0.156 moles) of 4-chlorostyrene in 50 ml of THF was added dropwise at room temperature to the activated Mg. The reaction mixture was stirred for an additional two hours. A dark gray solut...